Dataset: the Open Reaction Database (ORD), a public repository of structured organic reaction records. Task: describe an organic reaction: reactants, conditions, products, and yield RXN SMILES: [ClH:29].[O:30]1[CH2:31][CH2:32][O:33][CH2:34][CH2:35]1.[OH:1][C:2]1([c:21]2[cH:22][n:23][c:24]([CH:26]([CH3:27])[CH3:28])[s:25]2)[CH2:3][CH2:4][CH:5]([N:8]2[CH2:9][CH:10]([NH:13][C:14](=[O:15])[O:16][C:17]([CH3:18])([CH3:19])[CH3:20])[CH2:11][CH2:12]2)[CH2:6][CH2:7]1>>[OH:1][C:2]1([c:21]2[cH:22][n:23][c:24]([CH:26]([CH3:27])[CH3:28])[s:25]2)[CH2:3][CH2:4][CH:5]([N:8]2[CH2:9][CH:10]([NH2:13])[CH2:11][CH2:12]2)[CH2:6][CH2:7]1. Reactants: Cl, C1COCCO1, CC(C)c1ncc(C2(O)CCC(N3CCC(NC(=O)OC(C)(C)C)C3)CC2)s1. Yields the product CC(C)c1ncc(C2(O)CCC(N3CCC(N)C3)CC2)s1. Reaction SMILES: [CH2:31]([CH3:32])[O:33][C:34](=[O:35])[C:36]1([c:39]2[cH:40][cH:41][c:42]([B:45]3[O:46][C:47]([CH3:48])([CH3:49])[C:50]([CH3:51])([CH3:52])[O:53]3)[cH:43][cH:44]2)[CH2:37][CH2:38]1.[F:1][C:2]([c:3]1[cH:4][c:5]([CH:9]([CH3:10])[O:11][C:12]([NH:13][c:14]2[c:15]([CH2:26][CH3:27])[n:16][o:17][c:18]2-[c:19]2[cH:20][cH:21][c:22]([Br:25])[cH:23][cH:24]2)=[O:28])[cH:6][cH:7][cH:8]1)([F:29])[F:30]>>[F:1][C:2]([c:3]1[cH:4][c:5]([CH:9]([CH3:10])[O:11][C:12]([NH:13][c:14]2[c:15]([CH2:26][CH3:27])[n:16][o:17][c:18]2-[c:19]2[cH:20][cH:21][c:22](-[c:42]3[cH:41][cH:40][c:39]([C:36]4([C:34]([O:33][CH2:31][CH3:32])=[O:35])[CH2:37][CH2:38]4)[cH:44][cH:43]3)[cH:23][cH:24]2)=[O:28])[cH:6][cH:7][cH:8]1)([F:29])[F:30]. Starting materials: CCOC(=O)C1(c2ccc(B3OC(C)(C)C(C)(C)O3)cc2)CC1, CCc1noc(-c2ccc(Br)cc2)c1NC(=O)OC(C)c1cccc(C(F)(F)F)c1. The product is CCOC(=O)C1(c2ccc(-c3ccc(-c4onc(CC)c4NC(=O)OC(C)c4cccc(C(F)(F)F)c4)cc3)cc2)CC1. Reactants: solution, [F-].C(CCC)[N+](CCCC)(CCCC)CCCC (tetrabutyl-ammonium fluoride), C(C1=CC=CC=C1)OC(=O)N(CCOS(=O)(=O)CC1=CC=C(C=C1)C)C1=CC=C(C=C1)Br (toluene-4-methanesulfonic acid 2-[benzyloxycarbonyl-(4-bromo-phenyl)-amino]-ethyl ester). Run in C1CCOC1 (THF), C1CCOC1 (THF). Reaction conditions: time 18 hour. Yields the product C(C1=CC=CC=C1)OC(N(CCF)C1=CC=C(C=C1)Br)=O ((4-bromo-phenyl)-(2-fluoro-ethyl)-carbamic acid benzyl ester). RXN SMILES: [CH2:1]([O:8][C:9]([N:11]([C:26]1[CH:31]=[CH:30][C:29]([Br:32])=[CH:28][CH:27]=1)[CH2:12][CH2:13]OS(CC1C=CC(C)=CC=1)(=O)=O)=[O:10])[C:2]1[CH:7]=[CH:6][CH:5]=[CH:4][CH:3]=1.[F-:33].C([N+](CCCC)(CCCC)CCCC)CCC>C1COCC1>[CH2:1]([O:8][C:9](=[O:10])[N:11]([C:26]1[CH:31]=[CH:30][C:29]([Br:32])=[CH:28][CH:27]=1)[CH2:12][CH2:13][F:33])[C:2]1[CH:7]=[CH:6][CH:5]=[CH:4][CH:3]=1 |f:1.2|. Reported procedure: 2.9 g (6 mmol) toluene-4-methanesulfonic acid 2-[benzyloxycarbonyl-(4-bromo-phenyl)-amino]-ethyl ester are dissolved in 100 mL THF and stirred for 18 hours at room temperature after addition of a 1 M solution of tetrabutyl-ammonium fluoride in THF. The reaction mixture is poured onto ice and extracted with tertbutyl-methyl ether and a saturated aqueous solution of sodium bicarbonate. The combined organic phases are washed with brine, dried with sodium sulfate and evaporated to dryness. The crude... Procedure: 147 mg (0.33 mmole) 12-(2-tert.-butoxycarbonylethyl)-6,7,12,13-tetrahydro-5-oxo-5H-indolo[2,3-a]pyrrolo[3,4-c]carbazole are stirred for 16 hours at 20° C. in 5 mL 18% hydrochloric acid and 5 mL dioxan and then for 2 hours at 50° C. The product formed is filtered off, washed with a little water and ethanol and dried in a vacuum at 90° C. 12-(2-Carboxyethyl)-6,7,12,13-tetrahydro-5-oxo-5H-indolo[2,3-a]pyrrolo[3,4-c]carbazole is obtained in the form of pale beige crystals which decompose above 320° ... Reactants: C(C)(C)(C)OC(=O)CCN1C2=CC=CC=C2C=2C3=C(C4=C(C12)NC=1C=CC=CC14)C(NC3)=O (12-(2-tert.-butoxycarbonylethyl)-6,7,12,13-tetrahydro-5-oxo-5H-indolo[2,3-a]pyrrolo[3,4-c]carbazole), O1CCOCC1 (dioxan). Product: C(=O)(O)CCN1C2=CC=CC=C2C=2C3=C(C4=C(C12)NC=1C=CC=CC14)C(NC3)=O (12-(2-Carboxyethyl)-6,7,12,13-tetrahydro-5-oxo-5H-indolo[2,3-a]pyrrolo[3,4-c]carbazole). Solvent: Cl (hydrochloric acid). As a reaction SMILES: C([O:5][C:6]([CH2:8][CH2:9][N:10]1[C:22]2[C:21]3[NH:23][C:24]4[CH:25]=[CH:26][CH:27]=[CH:28][C:29]=4[C:20]=3[C:19]3[C:30](=[O:33])[NH:31][CH2:32][C:18]=3[C:17]=2[C:16]2[C:11]1=[CH:12][CH:13]=[CH:14][CH:15]=2)=[O:7])(C)(C)C.O1CCOCC1>Cl>[C:6]([CH2:8][CH2:9][N:10]1[C:22]2[C:21]3[NH:23][C:24]4[CH:25]=[CH:26][CH:27]=[CH:28][C:29]=4[C:20]=3[C:19]3[C:30](=[O:33])[NH:31][CH2:32][C:18]=3[C:17]=2[C:16]2[C:11]1=[CH:12][CH:13]=[CH:14][CH:15]=2)([OH:7])=[O:5]. Reactants: CC1=NC2=CC=CC=C2C(=C1)C(=O)OCC (ethyl 2-methylquinoline-4-carboxylate), C(C1=CC=CC=C1)(=O)OOC(C1=CC=CC=C1)=O (benzoyl peroxide), C1CC(=O)N(C1=O)Br (NBS), C1CC(=O)N(C1=O)Br (NBS). Run in C(Cl)(Cl)(Cl)Cl (CCl4). Conditions: time 1 hour. Yields the product BrCC1=NC2=CC=CC=C2C(=C1)C(=O)OCC (ethyl 2-(bromomethyl)quinoline-4-carboxylate). RXN SMILES: [CH3:1][C:2]1[CH:11]=[C:10]([C:12]([O:14][CH2:15][CH3:16])=[O:13])[C:9]2[C:4](=[CH:5][CH:6]=[CH:7][CH:8]=2)[N:3]=1.C(OOC(=O)C1C=CC=CC=1)(=O)C1C=CC=CC=1.C1C(=O)N([Br:42])C(=O)C1>C(Cl)(Cl)(Cl)Cl>[Br:42][CH2:1][C:2]1[CH:11]=[C:10]([C:12]([O:14][CH2:15][CH3:16])=[O:13])[C:9]2[C:4](=[CH:5][CH:6]=[CH:7][CH:8]=2)[N:3]=1. Reported procedure: To a refluxing solution of ethyl 2-methylquinoline-4-carboxylate (1.6 g, 7.60 mmol) in CCl4 (150 mL), benzoyl peroxide (186 mg, 0.767 mmol) was added followed by NBS (750 g, 4.23 mmol). After 1 h, a second batch of NBS (750 g, 4.23 mmol) was added and the refluxing was continued overnight. The reaction mixture was allowed to cool to rt and washed with satd. Na2CO3. The organic layer was separated, dried (Na2SO4) and concentrated. The residue obtained was purified by flash column chromatography o... Starting materials: NC1=C(C(=NC2=CC=CC(=C12)OC[C@H](CC)N)C)C(=O)OCC ((S)-ethyl 4-amino-5-(2-aminobutoxy)-2-methylquinoline-3-carboxylate), O1C2=C(OCC1)C(=CC=C2)C(=O)O (2,3-dihydrobenzo[b][1,4]dioxine-5-carboxylic acid). The product is NC1=C(C(=NC2=CC=CC(=C12)OC[C@H](CC)NC(=O)C1=CC=CC=2OCCOC21)C)C(=O)OCC ((S)-ethyl 4-amino-5-(2-(2,3-dihydrobenzo[b][1,4]dioxine-5-carboxamido)-butoxy)-2-methylquinoline-3-carboxylate). Reaction SMILES: [NH2:1][C:2]1[C:11]2[C:6](=[CH:7][CH:8]=[CH:9][C:10]=2[O:12][CH2:13][C@@H:14]([NH2:17])[CH2:15][CH3:16])[N:5]=[C:4]([CH3:18])[C:3]=1[C:19]([O:21][CH2:22][CH3:23])=[O:20].[O:24]1[CH2:29][CH2:28][O:27][C:26]2[C:30]([C:34](O)=[O:35])=[CH:31][CH:32]=[CH:33][C:25]1=2>>[NH2:1][C:2]1[C:11]2[C:6](=[CH:7][CH:8]=[CH:9][C:10]=2[O:12][CH2:13][C@@H:14]([NH:17][C:34]([C:30]2[C:26]3[O:27][CH2:28][CH2:29][O:24][C:25]=3[CH:33]=[CH:32][CH:31]=2)=[O:35])[CH2:15][CH3:16])[N:5]=[C:4]([CH3:18])[C:3]=1[C:19]([O:21][CH2:22][CH3:23])=[O:20]. Procedure details: Prepared as in Example 24a from (S)-ethyl 4-amino-5-(2-aminobutoxy)-2-methylquinoline-3-carboxylate (Example 97b) and 2,3-dihydrobenzo[b][1,4]dioxine-5-carboxylic acid as brown solid (40%). MS 480 (MH+).